From a dataset of the Open Reaction Database (ORD), a public repository of structured organic reaction records. describe an organic reaction: reactants, conditions, products, and yield Reactants: C(C)(C)(C)OC(CN1C=CC2=CC=C(C=C12)NCC=1N(C(=CC1)C)C(=O)OC(C)(C)C)=O (tert-butyl 2-((1-(2-tert-butoxy-2-oxoethyl)-1H-indol-6-ylamino)methyl)-5-methyl-1H-pyrrole-1-carboxylate), [H-].[Na+] (NaH), C(C)(=O)O (acetic acid), O (water). Run in C1CCOC1 (THF), C(C)(=O)OCC (ethyl acetate), C1CCOC1 (THF). Run at temperature 25 celsius, time 14 hour. Product: CC1=CC=C2N1C(N(C2)C2=CC=C1C=CN(C1=C2)CC(=O)O)=O (2-(6-(5-Methyl-3-oxo-1H-pyrrolo[1,2-c]imidazol-2(3H)-yl)-1H-indol-1-yl)acetic acid). Isolated yield 81.0%. As a reaction SMILES: [H-].[Na+].C([O:7][C:8](=[O:34])[CH2:9][N:10]1[C:18]2[C:13](=[CH:14][CH:15]=[C:16]([NH:19][CH2:20][C:21]3[N:22]([C:27](OC(C)(C)C)=[O:28])[C:23]([CH3:26])=[CH:24][CH:25]=3)[CH:17]=2)[CH:12]=[CH:11]1)(C)(C)C.O.C(O)(=O)C>C1COCC1.C(OCC)(=O)C>[CH3:26][C:23]1[N:22]2[C:27](=[O:28])[N:19]([C:16]3[CH:17]=[C:18]4[C:13]([CH:12]=[CH:11][N:10]4[CH2:9][C:8]([OH:7])=[O:34])=[CH:14][CH:15]=3)[CH2:20][C:21]2=[CH:25][CH:24]=1 |f:0.1|. Reported procedure: NaH (2.0 equiv., 60% in mineral oil) was suspended at 0° C. in THF (6 ml). A solution of tert-butyl 2-((1-(2-tert-butoxy-2-oxoethyl)-1H-indol-6-ylamino)methyl)-5-methyl-1H-pyrrole-1-carboxylate (0.797 mmol, 1.0 equiv.) in THF (2 ml) was added, and the mixture was stirred for 14 h at 25° C. The reaction mixture was hydrolysed with water (50 ml) and diluted with ethyl acetate (100 ml). The aqueous phase was adjusted to an acidic pH value with acetic acid and extracted with ethyl acetate (2×50 ml).... The reactants are S(=O)(=O)([O-])[O-].[Na+].[Na+] (sodium sulfate), CC(C)([O-])C.[K+] (potassium tert-butoxide), BrC1=NN(C(=C1)C(SCC)=O)C1=NC=CC=C1Cl (S-ethyl 3-bromo-1-(3-chloropyridin-2-yl)-1H-pyrazole-5-carbothioate), NC1=C(C(=O)NC(C)C2CC2)C=C(C=C1)Cl (2-amino-5-chloro-N-(1-cyclopropylethyl)benzamide). Run in CS(=O)C (dimethyl sulfoxide), O (water). Reaction conditions: time 5 minute. The product is BrC1=NN(C(=C1)C(=O)NC1=C(C=C(C=C1)Cl)C(NC(C)C1CC1)=O)C1=NC=CC=C1Cl (3-bromo-N-(4-chloro-2-(1-cyclopropylethylcarbamoyl)phenyl)-1-(3-chloropyridin-2-yl)-1H-pyrazole-5-carboxamide). Isolated yield 45.6%. RXN SMILES: [Br:1][C:2]1[CH:6]=[C:5]([C:7](=[O:11])SCC)[N:4]([C:12]2[C:17]([Cl:18])=[CH:16][CH:15]=[CH:14][N:13]=2)[N:3]=1.[NH2:19][C:20]1[CH:33]=[CH:32][C:31]([Cl:34])=[CH:30][C:21]=1[C:22]([NH:24][CH:25]([CH:27]1[CH2:29][CH2:28]1)[CH3:26])=[O:23].S([O-])([O-])(=O)=O.[Na+].[Na+].CC(C)([O-])C.[K+]>CS(C)=O.O>[Br:1][C:2]1[CH:6]=[C:5]([C:7]([NH:19][C:20]2[CH:33]=[CH:32][C:31]([Cl:34])=[CH:30][C:21]=2[C:22](=[O:23])[NH:24][CH:25]([CH:27]2[CH2:29][CH2:28]2)[CH3:26])=[O:11])[N:4]([C:12]2[C:17]([Cl:18])=[CH:16][CH:15]=[CH:14][N:13]=2)[N:3]=1 |f:2.3.4,5.6|. Reported procedure: 0.35 g of S-ethyl 3-bromo-1-(3-chloropyridin-2-yl)-1H-pyrazole-5-carbothioate and 0.24 g of 2-amino-5-chloro-N-(1-cyclopropylethyl)benzamide were dissolved in 5 ml of dimethyl sulfoxide, and 0.85 g of anhydrous sodium sulfate was added, followed by stirring for 5 minutes. 0.14 g of potassium tert-butoxide was added at room temperature, followed by stirring for 1.5 hours. The reaction liquid was added to water, followed by extraction with ethyl acetate. The organic layer was washed with a saturat... The reactants are COC([C@H](CO)NS(=O)(=O)C1=CC=CC=C1)=O ((S)-2-benzenesulfonylamino-3-hydroxy-propionic acid methyl ester), C1(=CC=CC=C1)P(C1=CC=CC=C1)C1=CC=CC=C1 (triphenylphosphine), CCOC(=O)/N=N/C(=O)OCC (DEAD). Yields the product COC(=O)C1[N@](C1)S(=O)(=O)C1=CC=CC=C1 ((S)-1-benzenesulfonyl-aziridine-2-carboxylic acid methyl ester). Reaction SMILES: [CH3:1][O:2][C:3](=[O:17])[C@@H:4]([NH:7][S:8]([C:11]1[CH:16]=[CH:15][CH:14]=[CH:13][CH:12]=1)(=[O:10])=[O:9])[CH2:5]O.C1(P(C2C=CC=CC=2)C2C=CC=CC=2)C=CC=CC=1.CCOC(/N=N/C(OCC)=O)=O>>[CH3:1][O:2][C:3]([CH:4]1[CH2:5][N@@:7]1[S:8]([C:11]1[CH:16]=[CH:15][CH:14]=[CH:13][CH:12]=1)(=[O:10])=[O:9])=[O:17]. Reported procedure: In analogy to example 1, (S)-2-benzenesulfonylamino-3-hydroxy-propionic acid methyl ester was treated with triphenylphosphine and DEAD to give (S)-1-benzenesulfonyl-aziridine-2-carboxylic acid methyl ester. Run at temperature 50 celsius, time 8 hour. Starting materials: CC1(OB(OC1(C)C)C=1C=NNC1)C (4-(4,4,5,5-tetramethyl-1,3,2-dioxaborolan-2-yl)-1H-pyrazole), FC1=C(C(=O)N2CCC(CC2)N2CC(C2)=CC#N)C=CN=C1C(F)(F)F (2-(1-(1-(3-Fluoro-2-(trifluoromethyl)isonicotinoyl)piperidin-4-yl)azetidin-3-ylidene)acetonitrile), N12C=CCCCC2NCCC1 (1,8-diazabicyclo[5,4,0]undec-ene). The yield is 46.8%. As a reaction SMILES: [CH3:1][C:2]1([CH3:14])[C:6]([CH3:8])([CH3:7])[O:5][B:4]([C:9]2[CH:10]=[N:11][NH:12][CH:13]=2)[O:3]1.[F:15][C:16]1[C:36]([C:37]([F:40])([F:39])[F:38])=[N:35][CH:34]=[CH:33][C:17]=1[C:18]([N:20]1[CH2:25][CH2:24][CH:23]([N:26]2[CH2:29][C:28](=[CH:30][C:31]#[N:32])[CH2:27]2)[CH2:22][CH2:21]1)=[O:19].N12CCCNC1CCCC=C2>C(#N)C>[F:15][C:16]1[C:36]([C:37]([F:38])([F:39])[F:40])=[N:35][CH:34]=[CH:33][C:17]=1[C:18]([N:20]1[CH2:21][CH2:22][CH:23]([N:26]2[CH2:29][C:28]([CH2:30][C:31]#[N:32])([N:12]3[CH:13]=[C:9]([B:4]4[O:5][C:6]([CH3:7])([CH3:8])[C:2]([CH3:14])([CH3:1])[O:3]4)[CH:10]=[N:11]3)[CH2:27]2)[CH2:24][CH2:25]1)=[O:19]. Product: FC1=C(C(=O)N2CCC(CC2)N2CC(C2)(N2N=CC(=C2)B2OC(C(O2)(C)C)(C)C)CC#N)C=CN=C1C(F)(F)F (2-(1-(1-(3-Fluoro-2-(trifluoromethyl)isonicotinoyl)piperidin-4-yl)-3-(4-(4,4,5,5-tetramethyl-1,3,2-dioxaborolan-2-yl)-1H-pyrazol-1-yl)azetidin-3-yl)acetonitrile). Reported procedure: To a 25 mL flask equipped with a nitrogen inlet, a thermocouple, and a magnetic stirrer were added 4-(4,4,5,5-tetramethyl-1,3,2-dioxaborolan-2-yl)-1H-pyrazole (1, 210 mg, 1.08 mmol, 1.08 equiv), 2-(1-(1-(3-fluoro-2-(trifluoromethyl)isonicotinoyl)piperidin-4-yl)azetidin-3-ylidene)acetonitrile (10, 370 mg, 1.0 mmol) and acetonitrile (3 mL) at ambient temperature. The solution was then treated with 1,8-diazabicyclo[5,4,0]undec-ene (DBU, 173 mg, 0.17 mL, 1.12 mmol, 1.12 equiv) at ambient temperature... The solvent is C(C)#N (acetonitrile).